Dataset: the Open Reaction Database (ORD), a public repository of structured organic reaction records. Task: describe an organic reaction: reactants, conditions, products, and yield RXN SMILES: [C:10]([CH:11]=[CH2:12])(=[O:13])[O:14][CH3:15].[CH2:16]1[CH2:17][CH2:18][C:19]2=[N:24][CH2:23][CH2:22][CH2:21][N:20]2[CH2:25][CH2:26]1.[O:27]1[CH2:28][CH2:29][CH2:30][CH2:31]1.[n:1]1[cH:2][nH:3][c:4]2[c:5]1[cH:6][cH:7][cH:8][cH:9]2>>[n:1]1([CH2:12][CH2:11][C:10](=[O:13])[O:14][CH3:15])[cH:2][n:3][c:4]2[c:5]1[cH:6][cH:7][cH:8][cH:9]2. Reactants: C=CC(=O)OC, C1CCC2=NCCCN2CC1, C1CCOC1, c1ccc2[nH]cnc2c1. Product: COC(=O)CCn1cnc2ccccc21.